This data is from the Open Reaction Database (ORD), a public repository of structured organic reaction records. The task is: describe an organic reaction: reactants, conditions, products, and yield The reactants are CO, CCO, CCOC(=O)CCC(NC(=O)c1ccc([N+](=O)[O-])c(F)c1)C(=O)OCC. Yields the product CCOC(=O)CCC(NC(=O)c1ccc(N)c(F)c1)C(=O)OCC. Reaction SMILES: [CH3:27][OH:28].[CH3:29][CH2:30][OH:31].[N+:1]([O-:2])(=[O:3])[c:4]1[c:5]([F:26])[cH:6][c:7]([C:8](=[O:9])[NH:10][CH:11]([CH2:12][CH2:13][C:14](=[O:15])[O:16][CH2:17][CH3:18])[C:19](=[O:20])[O:21][CH2:22][CH3:23])[cH:24][cH:25]1>>[NH2:1][c:4]1[c:5]([F:26])[cH:6][c:7]([C:8](=[O:9])[NH:10][CH:11]([CH2:12][CH2:13][C:14](=[O:15])[O:16][CH2:17][CH3:18])[C:19](=[O:20])[O:21][CH2:22][CH3:23])[cH:24][cH:25]1. The product is C(CCCCCCC)C1=CCC(S1)=NC1=CC=C(C=C1)CCC(=O)OCC (ethyl 3-[4-(5-octyl-2-thienylideneamino)phenyl]propionate). Reaction SMILES: [NH2:1][C:2]1[CH:14]=[CH:13][C:5]([CH2:6][CH2:7][C:8]([O:10][CH2:11][CH3:12])=[O:9])=[CH:4][CH:3]=1.[CH2:15]([C:23]1[S:27][C:26](C=O)=[CH:25][CH:24]=1)[CH2:16][CH2:17][CH2:18][CH2:19][CH2:20][CH2:21][CH3:22].[N+](C1C=C([N+]([O-])=O)C=CC=1S(O)(=O)=O)([O-])=O.C1(C)C=CC=CC=1>O>[CH2:15]([C:23]1[S:27][C:26](=[N:1][C:2]2[CH:3]=[CH:4][C:5]([CH2:6][CH2:7][C:8]([O:10][CH2:11][CH3:12])=[O:9])=[CH:13][CH:14]=2)[CH2:25][CH:24]=1)[CH2:16][CH2:17][CH2:18][CH2:19][CH2:20][CH2:21][CH3:22]. The reactants are NC1=CC=C(CCC(=O)OCC)C=C1 (ethyl 4-aminohydrocinnamate), C(CCCCCCC)C1=CC=C(S1)C=O (5-octyl-2-thiophenecarboxaldehyde), [N+](=O)([O-])C1=C(C=CC(=C1)[N+](=O)[O-])S(=O)(=O)O (2,4-dinitrobenzenesulfonic acid), C1(=CC=CC=C1)C (toluene). Procedure details: A solution of 8.6 g. ethyl 4-aminohydrocinnamate, 9.77 g. 5-octyl-2-thiophenecarboxaldehyde and a few crystals of 2,4-dinitrobenzenesulfonic acid in 250 ml. toluene is refluxed under a Dean-Stark trap for 17 hours, whereupon the theoretical amount (0.8 ml.) water has been collected. The toluene is evaporated to yield ethyl 3-[4-(5-octyl-2-thienylideneamino)phenyl]propionate as a crystalline mass. Run in O (water). Starting materials: C1(CCCCC1)CCN1C2=NC=NC(=C2N=C1CBr)N (N9-cyclohexylethyl-8-bromomethyladenine), [Na].OCP(OCC)(OCC)=O (diethyl hydroxymethylphosphonate sodium salt), CN(C)C=O (DMF), CN(C)C=O (DMF). Product: C1(CCCCC1)CCN1C2=NC(=NC(=C2N=C1OCP(=O)(OCC)OCC)N)C (N9-cyclohexylethyl-8-diethylphosphonomethoxy-methyladenine). Reaction SMILES: [CH:1]1([CH2:7][CH2:8][N:9]2[C:17](CBr)=[N:16][C:15]3[C:10]2=[N:11][CH:12]=[N:13][C:14]=3[NH2:20])[CH2:6][CH2:5][CH2:4][CH2:3][CH2:2]1.[Na].[OH:22][CH2:23][P:24](=[O:31])([O:28][CH2:29][CH3:30])[O:25][CH2:26][CH3:27].[CH3:32]N(C=O)C>>[CH:1]1([CH2:7][CH2:8][N:9]2[C:17]([O:22][CH2:23][P:24]([O:28][CH2:29][CH3:30])([O:25][CH2:26][CH3:27])=[O:31])=[N:16][C:15]3[C:10]2=[N:11][C:12]([CH3:32])=[N:13][C:14]=3[NH2:20])[CH2:6][CH2:5][CH2:4][CH2:3][CH2:2]1 |f:1.2,^1:20|. Procedure: A solution of N9-cyclohexylethyl-8-bromomethyladenine (1 mmol) in DMF was treated with a solution of diethyl hydroxymethylphosphonate sodium salt (1 mmol) in DMF at 25° C. for 1 h. Extraction and chromatography gave N9-cyclohexylethyl-8-diethylphosphonomethoxy-methyladenine as a white solid.